Dataset: the Open Reaction Database (ORD), a public repository of structured organic reaction records. Task: describe an organic reaction: reactants, conditions, products, and yield Starting materials: [OH-].[Li+] (lithium hydroxide), C(C)(C)C=1N=C(SC1)CCC1=CC=2N(C(C(=CN2)OCC(=O)OCC)=O)C=C1 (ethyl 2-{8-[2-(4-isopropyl-1,3-thiazol-2-yl)ethyl]-4-oxo-4H-pyrido[1,2-a]-pyrimidin-3-yloxy}acetate), C(C)(C)C=1N=C(SC1)CCC1=CC=2N(C(C(=CN2)OCC(=O)OCC)=O)C=C1 (Ethyl 2-{8-[2-(4-isopropyl-1,3-thiazol-2-yl)ethyl]-4-oxo-4H-pyrido[1,2-a]-pyrimidin-3-yloxy}acetate). Run in CO (methanol), O1CCCC1 (tetrahydrofuran), O (water). Run at time 1 hour. The product is C(C)(C)C=1N=C(SC1)CCC1=CC=2N(C(C(=CN2)OCC(=O)O)=O)C=C1 (2-(8-[2-(4-Isopropyl-1,3-thiazol-2-yl)ethyl]-4-oxo-4H-pyrido[1,2-a]pyrimidin-3-yloxy)acetic acid). As a reaction SMILES: [CH:1]([C:4]1[N:5]=[C:6]([CH2:9][CH2:10][C:11]2[CH:28]=[CH:27][N:14]3[C:15](=[O:26])[C:16]([O:19][CH2:20][C:21]([O:23]CC)=[O:22])=[CH:17][N:18]=[C:13]3[CH:12]=2)[S:7][CH:8]=1)([CH3:3])[CH3:2].[OH-].[Li+]>O1CCCC1.CO.O>[CH:1]([C:4]1[N:5]=[C:6]([CH2:9][CH2:10][C:11]2[CH:28]=[CH:27][N:14]3[C:15](=[O:26])[C:16]([O:19][CH2:20][C:21]([OH:23])=[O:22])=[CH:17][N:18]=[C:13]3[CH:12]=2)[S:7][CH:8]=1)([CH3:3])[CH3:2] |f:1.2|. Reported procedure: The ethyl 2-{8-[2-(4-isopropyl-1,3-thiazol-2-yl)ethyl]-4-oxo-4H-pyrido[1,2-a]-pyrimidin-3-yloxy}acetate (41 mg) obtained in (A) was dissolved in tetrahydrofuran (1 ml) and methanol (300 ml), added with a solution of lithium hydroxide (5 mg) dissolved in water (300 ml), and then the mixture was stirred at room temperature for 1 hour, and the solvent was concentrated under reduced pressure. The residue was distributed between ether and water, and the aqueous layer was separated and made pH 3 with ...